This data is from the Open Reaction Database (ORD), a public repository of structured organic reaction records. The task is: describe an organic reaction: reactants, conditions, products, and yield Reactants: C(C)OC(C)SCC(=O)O (S-(1-ethoxyethyl)mercaptoacetic acid), 1,3-dicycloherylcarbodiimide, C1CCOC1 (THF), succinimidyl ester, ON1C(CCC1=O)=O (N-hydroxysuccinimide), C1CCOC1 (THF). Reaction conditions: time 2 hour. Yields the product C1(CCC(N1OC(CSCCOCC)=O)=O)=O (S-1-ethoxyethylmercaptoacetic acid succinimidyl ester). RXN SMILES: C(O[CH:4]([S:6][CH2:7][C:8]([OH:10])=[O:9])[CH3:5])C.O[N:12]1[C:16](=[O:17])[CH2:15][CH2:14][C:13]1=[O:18].C1C[O:22][CH2:21][CH2:20]1>>[C:16]1(=[O:17])[N:12]([O:10][C:8](=[O:9])[CH2:7][S:6][CH2:4][CH2:5][O:22][CH2:21][CH3:20])[C:13](=[O:18])[CH2:14][CH2:15]1. Reported procedure: The S-(1-ethoxyethyl)mercaptoacetic acid (5.76 g, 35.1 mmol) is combined with N-hydroxysuccinimide (4.85 g, 42.1 mmol) in 100 mL of anhydrous THF. To this is added a solution of 1,3-dicycloherylcarbodiimide (8.70 g, 42.1 mmol) in 65 mL of anhydrous THF. The mixture is stirred at room temperature for 2 hours, or until TLC analysis indicates complete formation of the succinimidyl ester. The mixture is then filtered, and the filtrate is concentrated in vacuo to a viscous residue. The residue is dis... The reactants are ClCCCl, CN(C)CCNc1c(F)cccc1C1SC(CC(=O)O)C(=O)N1CCC(C)(C)C, O=C1Nc2ccccc2CCN1C1CCNCC1, CN(C)C=O, O, On1nnc2ccccc21. Product: CN(C)CCNc1c(F)cccc1C1SC(CC(=O)N2CCC(N3CCc4ccccc4NC3=O)CC2)C(=O)N1CCC(C)(C)C. Reaction SMILES: [CH2:48]([Cl:49])[CH2:50][Cl:51].[CH3:1][N:2]([CH2:3][CH2:4][NH:5][c:6]1[c:7]([CH:13]2[S:14][CH:15]([CH2:25][C:26](=[O:27])[OH:28])[C:16](=[O:24])[N:17]2[CH2:18][CH2:19][C:20]([CH3:21])([CH3:22])[CH3:23])[cH:8][cH:9][cH:10][c:11]1[F:12])[CH3:29].[NH:30]1[CH2:31][CH2:32][CH:33]([N:36]2[C:37](=[O:47])[NH:38][c:39]3[c:40]([cH:43][cH:44][cH:45][cH:46]3)[CH2:41][CH2:42]2)[CH2:34][CH2:35]1.[O:62]=[CH:63][N:64]([CH3:65])[CH3:66].[OH2:67].[OH:52][n:53]1[c:54]2[c:55]([cH:56][cH:57][cH:58][cH:59]2)[n:60][n:61]1>>[CH3:1][N:2]([CH2:3][CH2:4][NH:5][c:6]1[c:7]([CH:13]2[S:14][CH:15]([CH2:25][C:26](=[O:27])[N:30]3[CH2:31][CH2:32][CH:33]([N:36]4[C:37](=[O:47])[NH:38][c:39]5[c:40]([cH:43][cH:44][cH:45][cH:46]5)[CH2:41][CH2:42]4)[CH2:34][CH2:35]3)[C:16](=[O:24])[N:17]2[CH2:18][CH2:19][C:20]([CH3:21])([CH3:22])[CH3:23])[cH:8][cH:9][cH:10][c:11]1[F:12])[CH3:29]. Reactants: C1CCOC1, COC(=O)c1ccc(C(S)c2nc3cc(OC)ccc3[nH]2)cc1, Cl, [Li+], [OH-], O, O. Product: COc1ccc2[nH]c(C(S)c3ccc(C(=O)O)cc3)nc2c1. RXN SMILES: [CH2:29]1[O:30][CH2:31][CH2:32][CH2:33]1.[CH3:4][O:5][C:6]([c:7]1[cH:8][cH:9][c:10]([CH:13]([SH:14])[c:15]2[n:16][c:17]3[c:18]([nH:19]2)[cH:20][cH:21][c:22]([O:24][CH3:25])[cH:23]3)[cH:11][cH:12]1)=[O:26].[ClH:27].[Li+:2].[OH-:1].[OH2:28].[OH2:3]>>[O:5]=[C:6]([c:7]1[cH:8][cH:9][c:10]([CH:13]([SH:14])[c:15]2[n:16][c:17]3[c:18]([nH:19]2)[cH:20][cH:21][c:22]([O:24][CH3:25])[cH:23]3)[cH:11][cH:12]1)[OH:26].